This data is from the Open Reaction Database (ORD), a public repository of structured organic reaction records. The task is: describe an organic reaction: reactants, conditions, products, and yield The reactants are ClC1=CC=C(C=C1)C(N1CCN(CC1)CC1=CC=C(C=C1)OC)C1=CC=CC=C1 ((−)1-[(4-Chloro-phenyl)-phenyl-methyl]-4-(4-methoxy-benzyl)piperazine), ClC(=O)OC(C)Cl (1-chloroethyl chloroformate), Cl (HCl). Run in O1CCCC1 (tetrahydrofuran), O1CCCC1 (tetrahydrofuran). Conditions: temperature 27.5 celsius, time 12 hour. Product: ClC1=CC=C(C=C1)C(N1CCNCC1)C1=CC=CC=C1 ((−)-1-[(4-Chloro-phenyl)-phenyl-methyl]-piperazine). The yield is 63.7%. RXN SMILES: [Cl:1][C:2]1[CH:7]=[CH:6][C:5]([CH:8]([C:24]2[CH:29]=[CH:28][CH:27]=[CH:26][CH:25]=2)[N:9]2[CH2:14][CH2:13][N:12](CC3C=CC(OC)=CC=3)[CH2:11][CH2:10]2)=[CH:4][CH:3]=1.ClC(OC(Cl)C)=O.Cl>O1CCCC1>[Cl:1][C:2]1[CH:3]=[CH:4][C:5]([CH:8]([C:24]2[CH:25]=[CH:26][CH:27]=[CH:28][CH:29]=2)[N:9]2[CH2:10][CH2:11][NH:12][CH2:13][CH2:14]2)=[CH:6][CH:7]=1. Procedure: 35 ml tetrahydrofuran was added to 10 gms (0.02463 moles) of compound obtained from Example 3 followed by slow addition of 4 gms (0.02797 moles) 1-chloroethyl chloroformate in 10 ml of tetrahydrofuran. The reaction mass was heated at reflux temperature for about 3 hours and concentrated to an oil. To the oil 50 ml of methanol was added, heated to reflux for about 16 hours and concentrated to get a residue. The residue was further treated with 50 ml of aqueous HCl and washed with dichloromethane ... The reactants are [OH-].[Na+] (NaOH), O (water), CC=1C=C(CCl)C=CC1 (3-methylbenzyl chloride), C(C(C)C)=O (isobutyraldehyde). Reagents/catalysts: [I-].C(CCC)[N+](CCCC)(CCCC)CCCC (tetrabutylammonium iodide). Solvent: O1CCCC1 (tetrahydrofuran), C1(=CC=CC=C1)C (toluene). Reaction conditions: temperature 70 celsius. Yields the product CC(C=O)(CC1=CC(=CC=C1)C)C (2,2-dimethyl-3-(3-methylphenyl)-propionaldehyde). Reaction SMILES: [OH-].[Na+].O.[CH3:4][C:5]1[CH:6]=[C:7]([CH:10]=[CH:11][CH:12]=1)[CH2:8]Cl.[CH:13](=[O:17])[CH:14]([CH3:16])[CH3:15]>[I-].C([N+](CCCC)(CCCC)CCCC)CCC.O1CCCC1.C1(C)C=CC=CC=1>[CH3:15][C:14]([CH3:16])([CH2:8][C:7]1[CH:10]=[CH:11][CH:12]=[C:5]([CH3:4])[CH:6]=1)[CH:13]=[O:17] |f:0.1,5.6|. Procedure details: A pre-mix of 23.3 g of NaOH, 2.5 g of tetrabutylammonium iodide, 107 ml of water, 25 ml of toluene and 9 ml of tetrahydrofuran under argon was heated to 70° C. A mixture of 70 g (0.5 moles) of 3-methylbenzyl chloride and 50.4 g (0.7 moles) of isobutyraldehyde was added dropwise to this pre-mix within a period of 2 hours while stirring vigorously. The reaction mixture was then maintained at a temperature of 75° C. for 3 hours. After separating the phases and removing the solvents, 66.5 g of end p... Reactants: C(C)OCCC(=O)N=C=S (3-Ethoxypropanoyl isothiocyanate), S(=O)(Cl)Cl (thionyl chloride), C(C)OCCC(=O)O (3-ethoxypropanoic acid), C(C)OCCC(=O)Cl (3-ethoxypropanoyl chloride), ClC=1C=C(N)C=CC1OC1=CC=NC2=CC(=C(C=C12)OC)OC (3-Chloro-4-[(6,7-dimethoxy-4-quinolyl)oxy]aniline). Run in C(C)O (ethanol), C1(=CC=CC=C1)C (Toluene), C(C)O (ethanol), C1(=CC=CC=C1)C (toluene). Reaction conditions: temperature 100 celsius, time 2 hour. Product: ClC=1C=C(C=CC1OC1=CC=NC2=CC(=C(C=C12)OC)OC)NC(=S)NC(CCOCC)=O (N-{3-Chloro-4-[(6,7-dimethoxy-4-quinolyl)oxy]phenyl}-N′-(3-ethoxypropanoyl)thiourea). The yield is 62.0%. Reaction SMILES: S(Cl)(Cl)=O.C(OCCC(O)=O)C.C(OCCC(Cl)=O)C.[CH2:21]([O:23][CH2:24][CH2:25][C:26]([N:28]=[C:29]=[S:30])=[O:27])[CH3:22].[Cl:31][C:32]1[CH:33]=[C:34]([CH:36]=[CH:37][C:38]=1[O:39][C:40]1[C:49]2[C:44](=[CH:45][C:46]([O:52][CH3:53])=[C:47]([O:50][CH3:51])[CH:48]=2)[N:43]=[CH:42][CH:41]=1)[NH2:35]>C(O)C.C1(C)C=CC=CC=1>[Cl:31][C:32]1[CH:33]=[C:34]([NH:35][C:29]([NH:28][C:26](=[O:27])[CH2:25][CH2:24][O:23][CH2:21][CH3:22])=[S:30])[CH:36]=[CH:37][C:38]=1[O:39][C:40]1[C:49]2[C:44](=[CH:45][C:46]([O:52][CH3:53])=[C:47]([O:50][CH3:51])[CH:48]=2)[N:43]=[CH:42][CH:41]=1. Reported procedure: Toluene (20 ml) and thionyl chloride (1 ml) were added to commercially available 3-ethoxypropanoic acid (80 mg), and the mixture was heated at 100° C. for one hr. The solvent was removed by distillation, and 3-ethoxypropanoyl isothiocyanate was prepared using the resultant 3-ethoxypropanoyl chloride as a starting compound according to the description of the literature. 3-Ethoxypropanoyl isothiocyanate was dissolved in ethanol (1 ml) to prepare a solution. 3-Chloro-4-[(6,7-dimethoxy-4-quinolyl)ox... As a reaction SMILES: [CH3:1][C:2]1[N+:7]([CH3:8])=[C:6]([NH2:9])[N:5]=[C:4]([NH:10][C:11]2[CH:16]=[C:15]([C:17]([CH3:19])=[O:18])[CH:14]=[CH:13][CH:12]=2)[CH:3]=1.C(C1C=C(NC2C=C(C)N=C(N)N=2)C=CC=1)(=O)C.C[I:39]>CC(C)=O>[I-:39].[C:17]([C:15]1[CH:16]=[C:11]([NH:10][C:4]2[CH:3]=[C:2]([CH3:1])[N+:7]([CH3:8])=[C:6]([NH2:9])[N:5]=2)[CH:12]=[CH:13][CH:14]=1)(=[O:18])[CH3:19] |f:4.5|. Reported procedure: Compound No. 14 (CNI-H1494): 4-(3-acetylphenyl)amino-2-amino-6-methylpyrimidine, Compound No. 15, (0.968 g) was suspended in acetone (5 mL) containing methyl iodide (2 mL) was heated at reflux for 48 hr. Filtration after cooling gave 0.657 g of 4-(3-acetylphenyl)amino-2-amino-1,6-dimethylpyrimidinium iodide as a white powder, mp 238-40° C. Solvent: CC(=O)C (acetone). The reactants are CC1=CC(=NC(=[N+]1C)N)NC2=CC=CC(=C2)C(=O)C (CNI-H1494), C(C)(=O)C=1C=C(C=CC1)NC1=NC(=NC(=C1)C)N (4-(3-acetylphenyl)amino-2-amino-6-methylpyrimidine), CI (methyl iodide). The product is [I-].C(C)(=O)C=1C=C(C=CC1)NC1=NC(=[N+](C(=C1)C)C)N (4-(3-acetylphenyl)amino-2-amino-1,6-dimethylpyrimidinium iodide).